From a dataset of the Open Reaction Database (ORD), a public repository of structured organic reaction records. describe an organic reaction: reactants, conditions, products, and yield Reactants: Cl.Cl.C(C1=CC=CC=C1)OC(=O)N1CC2=CC=C(C=C2C1)CN1CCN(CC1)C (5-(4-Methyl-piperazin-1-ylmethyl)-1,3-dihydro-isoindole-2-carboxylic acid benzyl ester dihydrochloride salt), [H][H] (Hydrogen). Reagents/catalysts: [Pd] (Pd/C). Run in CCO (EtOH). Reaction conditions: time 1 hour. Product: CN1CCN(CC1)CC=1C=C2CNCC2=CC1 (5-(4-Methyl-piperazin-1-ylmethyl)-2,3-dihydro-1H-isoindole). Isolated yield 95.0%. RXN SMILES: Cl.Cl.C(OC([N:13]1[CH2:21][C:20]2[C:15](=[CH:16][CH:17]=[C:18]([CH2:22][N:23]3[CH2:28][CH2:27][N:26]([CH3:29])[CH2:25][CH2:24]3)[CH:19]=2)[CH2:14]1)=O)C1C=CC=CC=1.[H][H]>CCO.[Pd]>[CH3:29][N:26]1[CH2:27][CH2:28][N:23]([CH2:22][C:18]2[CH:19]=[C:20]3[C:15](=[CH:16][CH:17]=2)[CH2:14][NH:13][CH2:21]3)[CH2:24][CH2:25]1 |f:0.1.2|. Reported procedure: To a degassed solution of 5-(4-Methyl-piperazin-1-ylmethyl)-1,3-dihydro-isoindole-2-carboxylic acid benzyl ester (Step 9, 1.3 Kg, 3.55 mol) dissolved in EtOH (13 L) was added 10% Pd/C (0.065 Kg). Hydrogen was passed through the mixture at 30° C. for 4 h or until complete by NMR. The solution was then stirred for 1 h under an atmosphere of N2 and then filtered to remove the catalyst through a GF/F filter followed by filtration through a Cuno filter. The filtrate was evaporated to a small volume, ...